This data is from the Open Reaction Database (ORD), a public repository of structured organic reaction records. The task is: describe an organic reaction: reactants, conditions, products, and yield Reactants: N(=[N+]=[N-])CCN1C=NC=C1[N+](=O)[O-] (1-(2-azidoethyl)-5-nitroimidazole), solution, Cl (hydrogen chloride). Solvent: CC(C)O (2-propanol), CC(C)O (2-propanol). The product is Cl.N(=[N+]=[N-])CCN1C=NC=C1[N+](=O)[O-] (1-(2-azidoethyl)-5-nitroimidazole hydrochloride). Reaction SMILES: [N:1]([CH2:4][CH2:5][N:6]1[C:10]([N+:11]([O-:13])=[O:12])=[CH:9][N:8]=[CH:7]1)=[N+:2]=[N-:3].[ClH:14]>CC(O)C>[ClH:14].[N:1]([CH2:4][CH2:5][N:6]1[C:10]([N+:11]([O-:13])=[O:12])=[CH:9][N:8]=[CH:7]1)=[N+:2]=[N-:3] |f:3.4|. Procedure details: To a solution of 6 parts of 1-(2-azidoethyl)-5-nitroimidazole in 20 parts of 2-propanol is added 7 parts of a .20% solution of hydrogen chloride in 2-propanol. The resultant precipitate is recrystallized from a mixture of 2-propanol and methanol to give 1-(2-azidoethyl)-5-nitroimidazole hydrochloride which, washed with 2-propanol and dried in air, sinters at 155° and melts in the range 167°-173° with decomposition.